From a dataset of the Open Reaction Database (ORD), a public repository of structured organic reaction records. describe an organic reaction: reactants, conditions, products, and yield Starting materials: COCCOC=1C=C(C(=O)OC)C=CC1OCCOC (methyl 3,4-bis{[2-(methyloxy)ethyl]oxy}benzoate), [H-].[Al+3].[Li+].[H-].[H-].[H-] (lithium aluminum hydride), O1CCCC1 (tetrahydrofuran). Conditions: time 1 hour. Product: COCCOC=1C=C(C=CC1OCCOC)CO ((3,4-bis{[2-(methyloxy)ethyl]oxy}phenyl)methanol). Isolated yield 82.1%. Reaction SMILES: [CH3:1][O:2][CH2:3][CH2:4][O:5][C:6]1[CH:7]=[C:8]([CH:13]=[CH:14][C:15]=1[O:16][CH2:17][CH2:18][O:19][CH3:20])[C:9](OC)=[O:10].[H-].[Al+3].[Li+].[H-].[H-].[H-].O1CCCC1>>[CH3:1][O:2][CH2:3][CH2:4][O:5][C:6]1[CH:7]=[C:8]([CH2:9][OH:10])[CH:13]=[CH:14][C:15]=1[O:16][CH2:17][CH2:18][O:19][CH3:20] |f:1.2.3.4.5.6|. Procedure details: To a solution of methyl 3,4-bis{[2-(methyloxy)ethyl]oxy}benzoate, (1.1 g, 3.9 mmol) at 0° C. was added a solution of lithium aluminum hydride in tetrahydrofuran (1.0M, 5.0 mL, 5.0 mmol) and the resulting mixture was stirred for one hour. It was then quenched with ethyl acetate (2 mL) and 5% sodium hydroxide solution (2 mL), diluted with ether (100 mL), and filtered. The filtrate was washed water and brine (100 mL each), dried over sodium sulfate, filtered and concentrated to give (3,4-bis{[2-(me...